Dataset: the Open Reaction Database (ORD), a public repository of structured organic reaction records. Task: describe an organic reaction: reactants, conditions, products, and yield As a reaction SMILES: [Br:22][c:23]1[s:24][c:25]([Br:28])[cH:26][n:27]1.[C:29](=[O:30])([O-:31])[O-:32].[CH3:1][CH:2]([CH2:3][c:4]1[c:5]([C:6]#[N:7])[cH:8][c:9]([B:12]2[O:13][C:14]([CH3:15])([CH3:16])[C:17]([CH3:18])([CH3:19])[O:20]2)[cH:10][cH:11]1)[CH3:21].[CH3:35][O:36][CH2:37][CH2:38][O:39][CH3:40].[CH3:41][CH2:42][O:43][C:44](=[O:45])[CH3:46].[Cs+:33].[Cs+:34]>>[CH3:1][CH:2]([CH2:3][c:4]1[c:5]([C:6]#[N:7])[cH:8][c:9](-[c:23]2[s:24][c:25]([Br:28])[cH:26][n:27]2)[cH:10][cH:11]1)[CH3:21]. Reactants: Brc1cnc(Br)s1, O=C([O-])[O-], CC(C)Cc1ccc(B2OC(C)(C)C(C)(C)O2)cc1C#N, COCCOC, CCOC(C)=O, [Cs+], [Cs+]. Product: CC(C)Cc1ccc(-c2ncc(Br)s2)cc1C#N. Starting materials: CC(N)c1cccc(Br)c1, COC(=O)c1ccc(C(=O)O)s1. Product: COC(=O)c1ccc(C(=O)NC(C)c2cccc(Br)c2)s1. RXN SMILES: [Br:1][c:2]1[cH:3][c:4]([CH:8]([CH3:9])[NH2:10])[cH:5][cH:6][cH:7]1.[CH3:11][O:12][C:13](=[O:14])[c:15]1[s:16][c:17]([C:20](=[O:21])[OH:22])[cH:18][cH:19]1>>[Br:1][c:2]1[cH:3][c:4]([CH:8]([CH3:9])[NH:10][C:20]([c:17]2[s:16][c:15]([C:13]([O:12][CH3:11])=[O:14])[cH:19][cH:18]2)=[O:21])[cH:5][cH:6][cH:7]1.